Dataset: the Open Reaction Database (ORD), a public repository of structured organic reaction records. Task: describe an organic reaction: reactants, conditions, products, and yield Starting materials: COC1=NC2=CC=CC=C2N=C1NC(OC1=CC=CC=C1)=O (Phenyl N-(2-methoxyquinoxalin-3-yl)carbamate), C(C)(=O)C1=CC=C(C=C1)N1CCNCC1 (1-(4-acetylphenyl)-piperazine). Product: COC1=NC2=CC=CC=C2N=C1NC(=O)N1CCN(CC1)C1=CC=C(C=C1)C(C)=O (1-[(2-Methoxyquinoxalin-3-yl)aminocarbonyl]-4-(4-acetylp-henyl)piperazine). Yield: 71.0%. Reaction SMILES: [CH3:1][O:2][C:3]1[C:12]([NH:13][C:14](=[O:22])OC2C=CC=CC=2)=[N:11][C:10]2[C:5](=[CH:6][CH:7]=[CH:8][CH:9]=2)[N:4]=1.[C:23]([C:26]1[CH:31]=[CH:30][C:29]([N:32]2[CH2:37][CH2:36][NH:35][CH2:34][CH2:33]2)=[CH:28][CH:27]=1)(=[O:25])[CH3:24]>>[CH3:1][O:2][C:3]1[C:12]([NH:13][C:14]([N:35]2[CH2:34][CH2:33][N:32]([C:29]3[CH:28]=[CH:27][C:26]([C:23](=[O:25])[CH3:24])=[CH:31][CH:30]=3)[CH2:37][CH2:36]2)=[O:22])=[N:11][C:10]2[C:5](=[CH:6][CH:7]=[CH:8][CH:9]=2)[N:4]=1. Procedure: Phenyl N-(2-methoxyquinoxalin-3-yl)carbamate and 1-(4-acetylphenyl)-piperazine were reacted by the same way with the example 36 to obtain the titled compound. Reactants: ClCC(=O)NC1=C(C=CC=C1C)C (N-chloroacetyl-2,6-dimethylaniline), CC1=NOC(=C1)CCl (3-methyl-5-chloromethylisoxazole), [H-].[Na+] (sodium hydride). Solvent: CN(C=O)C (dimethylformamide). The product is ClCC(=O)N(C1=C(C=CC=C1C)C)CC1=CC(=NO1)C (2-chloro-N-(3-methylisoxazol-5-yl)methyl-N-(2,6-dimethylphenyl)acetamide). Yield: 30.0%. As a reaction SMILES: [Cl:1][CH2:2][C:3]([NH:5][C:6]1[C:11]([CH3:12])=[CH:10][CH:9]=[CH:8][C:7]=1[CH3:13])=[O:4].[CH3:14][C:15]1[CH:19]=[C:18]([CH2:20]Cl)[O:17][N:16]=1.[H-].[Na+]>CN(C)C=O>[Cl:1][CH2:2][C:3]([N:5]([CH2:20][C:18]1[O:17][N:16]=[C:15]([CH3:14])[CH:19]=1)[C:6]1[C:11]([CH3:12])=[CH:10][CH:9]=[CH:8][C:7]=1[CH3:13])=[O:4] |f:2.3|. Reported procedure: A mixture of 4.54 g N-chloroacetyl-2,6-dimethylaniline and 3 g 3-methyl-5-chloromethylisoxazole (prepared as in Example 8 above) in 100 ml dry dimethylformamide was treated with 1.33 g sodium hydride as in Example 3 above. After workup, the solid product was purified by column and high-pressure liquid chromatography to yield 2.0 g pure product, m.p. 78°-82° C. This product is shown as Compound 1 in Table I. C15H17ClN2O2 : calc., %C 61.54, %H 5.81, %N 9.57; found, %C, 63.37, %H 6.16, %N 9.65. Yields the product C=C1CC(OC(=O)CC)CCC2=C(C)CCC12. RXN SMILES: [C:14]([CH2:15][CH3:16])(=[O:17])[Cl:18].[CH2:25]([Cl:26])[Cl:27].[OH:1][CH:2]1[CH2:3][C:4](=[CH2:13])[CH:5]2[CH2:6][CH2:7][C:8]([CH3:12])=[C:9]2[CH2:10][CH2:11]1.[cH:19]1[cH:20][cH:21][n:22][cH:23][cH:24]1>>[O:1]([CH:2]1[CH2:3][C:4](=[CH2:13])[CH:5]2[CH2:6][CH2:7][C:8]([CH3:12])=[C:9]2[CH2:10][CH2:11]1)[C:14]([CH2:15][CH3:16])=[O:17]. Reactants: CCC(=O)Cl, ClCCl, C=C1CC(O)CCC2=C(C)CCC12, c1ccncc1.